Dataset: the Open Reaction Database (ORD), a public repository of structured organic reaction records. Task: describe an organic reaction: reactants, conditions, products, and yield Reactants: ClC=1C=C(N(C)C)C=CC1 (3-chloro-N,N-dimethylaniline), C(CC)(=O)C1=CC=CC=C1 (propiophenone), C(C)(C)(C)O[Na] (t-BuONa). Reagents/catalysts: C(C)(=O)[O-].[Pd+2].C(C)(=O)[O-] (palladium acetate), COC1=C(C(=CC=C1)N(C1=CC=CC=C1)C)P(C1CCCCC1)C1CCCCC1 (2-Methoxy-6-(N-methyl-N-phenyl-amino)phenyl(dicyclohexyl)phosphine). The solvent is C1(=CC=CC=C1)C (toluene). Product: CN(C)C=1C=C(C=CC1)C(C(=O)C1=CC=CC=C1)C (2-[3′-(N, N-dimethylamino)phenyl]-1-phenyl-1-propanone). Isolated yield 79.2%. As a reaction SMILES: Cl[C:2]1[CH:3]=[C:4]([CH:8]=[CH:9][CH:10]=1)[N:5]([CH3:7])[CH3:6].[C:11]([C:15]1[CH:20]=[CH:19][CH:18]=[CH:17][CH:16]=1)(=[O:14])[CH2:12][CH3:13].C(O[Na])(C)(C)C>C1(C)C=CC=CC=1.C([O-])(=O)C.[Pd+2].C([O-])(=O)C.COC1C=CC=C(N(C)C2C=CC=CC=2)C=1P(C1CCCCC1)C1CCCCC1>[CH3:6][N:5]([C:4]1[CH:3]=[C:2]([CH:12]([CH3:13])[C:11]([C:15]2[CH:20]=[CH:19][CH:18]=[CH:17][CH:16]=2)=[O:14])[CH:10]=[CH:9][CH:8]=1)[CH3:7] |f:4.5.6|. Procedure details: This reaction is carried out in the same manner as the reaction in example 3. The difference is that, the reactants are 3-chloro-N,N-dimethylaniline (155.9 mg, 1.0 mmol), propiophenone (160.9 mg, 1.2 mmol), palladium acetate (6.7 mg, 0.030 mmol), 2-Methoxy-6-(N-methyl-N-phenyl-amino)phenyl(dicyclohexyl)phosphine (18.4 mg, 0.045 mmol), t-BuONa (116.1 mg, 1.2 mmol) in 3 mL dry toluene at 110° C. for 11.5 h. 2-[3′-(N, N-dimethylamino)phenyl]-1-phenyl-1-propanone (200.7 mg) was obtained with a yield...